Dataset: the Open Reaction Database (ORD), a public repository of structured organic reaction records. Task: describe an organic reaction: reactants, conditions, products, and yield The reactants are FC(C(=O)O)(F)F (Trifluoroacetic acid), BrC1=C(OC2=C1C=C(C=C2)CN2C(=NC(=C2C(=O)OCC)C)CC)C2=C(C=CC=C2)C(=O)OC(C)(C)C (Ethyl 1-[[3-bromo-2[2[(1,1-dimethylethyloxy)carbonyl]phenyl]-5-benzofuranyl]methyl]-2-ethyl-4-methyl-1-H-imidazole-5-carboylate). Solvent: ClCCl (dichloromethane), ClCCl (dichloromethane). Conditions: temperature 0 celsius. Yields the product BrC1=C(OC2=C1C=C(C=C2)CN2C(=NC(=C2C(=O)OCC)C)CC)C2=C(C=CC=C2)C(=O)O (Ethyl 1-[[3-bromo-2-(2-carboxyphenyl)-5-benzofuranyl]methyl]-2-ethyl-4-methyl-1H-imidazole-5-carboxylate). The yield is 24.9%. As a reaction SMILES: FC(F)(F)C(O)=O.[Br:8][C:9]1[C:13]2[CH:14]=[C:15]([CH2:18][N:19]3[C:23]([C:24]([O:26][CH2:27][CH3:28])=[O:25])=[C:22]([CH3:29])[N:21]=[C:20]3[CH2:30][CH3:31])[CH:16]=[CH:17][C:12]=2[O:11][C:10]=1[C:32]1[CH:37]=[CH:36][CH:35]=[CH:34][C:33]=1[C:38]([O:40]C(C)(C)C)=[O:39]>ClCCl>[Br:8][C:9]1[C:13]2[CH:14]=[C:15]([CH2:18][N:19]3[C:23]([C:24]([O:26][CH2:27][CH3:28])=[O:25])=[C:22]([CH3:29])[N:21]=[C:20]3[CH2:30][CH3:31])[CH:16]=[CH:17][C:12]=2[O:11][C:10]=1[C:32]1[CH:37]=[CH:36][CH:35]=[CH:34][C:33]=1[C:38]([OH:40])=[O:39]. Reported procedure: Trifluoroacetic acid (7 ml) was added dropwise to a stirred solution of the product of Example 144 (0.892 g) in dichloromethane (30 ml)cooled to 0° C. After 21/2 h the solvent was removed in vacuo to yield an orange oil. The oil was diluted with dichloromethane, washed with hydrochloric acid, dried and the solvent removed in vacuo. The residue was purified by flash column chromatography eluting with dichloromethane/methanol (30:1) to give the title compound as a white solid (200 mg). Reactants: CN1N=C(C(=C1O)C(C1=C(C=C(C=C1)Cl)Cl)=O)C (1,3-dimethyl-4-(2,4-dichlorobenzoyl)-5-hydroxypyrazole), crude product, C(Cl)Cl (methylene chloride), C([O-])([O-])=O.[K+].[K+] (potassium carbonate), BrCC(=O)C(C)(C)C (tert-butyl bromomethyl ketone). Run in C(C)C(=O)C (methyl ethyl ketone). Product: CN1N=C(C(=C1OCC(C(C)(C)C)=O)C(C1=C(C=C(C=C1)Cl)Cl)=O)C (1,3-Dimethyl-4-(2,4-dichlorobenzoyl)-5-pivaloylmethoxypyrazole). Yield: 82.7%. RXN SMILES: [CH3:1][N:2]1[C:6]([OH:7])=[C:5]([C:8](=[O:17])[C:9]2[CH:14]=[CH:13][C:12]([Cl:15])=[CH:11][C:10]=2[Cl:16])[C:4]([CH3:18])=[N:3]1.C(=O)([O-])[O-].[K+].[K+].Br[CH2:26][C:27]([C:29]([CH3:32])([CH3:31])[CH3:30])=[O:28].C(Cl)Cl>C(C(C)=O)C>[CH3:1][N:2]1[C:6]([O:7][CH2:26][C:27](=[O:28])[C:29]([CH3:32])([CH3:31])[CH3:30])=[C:5]([C:8](=[O:17])[C:9]2[CH:14]=[CH:13][C:12]([Cl:15])=[CH:11][C:10]=2[Cl:16])[C:4]([CH3:18])=[N:3]1 |f:1.2.3|. Procedure details: Into a four necked flask was charged 0.45 g of 1,3-dimethyl-4-(2,4-dichlorobenzoyl)-5-hydroxypyrazole, and the contents were dissolved in 15 ml of methyl ethyl ketone. To the solution were added 0.5 g of anhydrous potassium carbonate and then 0.3 g of tert-butyl bromomethyl ketone while stirring, and the mixture was reacted for 2 hours under the reflux condition (80° C.). After completion of the reaction, the reaction product was collected by filtration, and the solvent (methyl ethyl ketone) was... Reactants: CC(=Cc1cnc2cc(CCc3nc(C(C)C)cs3)ccn2c1=O)C(=O)OC(C)(C)C, O=C(O)C(F)(F)F. Yields the product CC(=Cc1cnc2cc(CCc3nc(C(C)C)cs3)ccn2c1=O)C(=O)O. As a reaction SMILES: [CH:1]([CH3:2])([CH3:3])[c:4]1[n:5][c:6]([CH2:9][CH2:10][c:11]2[cH:12][c:13]3[n:14]([c:15](=[O:29])[c:16]([CH:19]=[C:20]([C:21](=[O:22])[O:23][C:24]([CH3:25])([CH3:26])[CH3:27])[CH3:28])[cH:17][n:18]3)[cH:30][cH:31]2)[s:7][cH:8]1.[OH:32][C:33]([C:34]([F:35])([F:36])[F:37])=[O:38]>>[CH:1]([CH3:2])([CH3:3])[c:4]1[n:5][c:6]([CH2:9][CH2:10][c:11]2[cH:12][c:13]3[n:14]([c:15](=[O:29])[c:16]([CH:19]=[C:20]([C:21](=[O:22])[OH:23])[CH3:28])[cH:17][n:18]3)[cH:30][cH:31]2)[s:7][cH:8]1. The reactants are BrC1=C(C=CC(=C1)O[Si](C)(C)C(C)(C)C)CC(=O)OCC1=CC=CC=C1 (benzyl (2-bromo-4-{[tert-butyl(dimethyl)silyl]oxy}phenyl)acetate), P(=O)([O-])([O-])[O-].[K+].[K+].[K+] (potassium phosphate), C1(CCCCC1)P(C1CCCCC1)C1CCCCC1 (tricyclohexylphosphine), C1(CC1)B(O)O (cyclopropylboronic acid). The reagents and catalysts are C(C)(=O)[O-].[Pd+2].C(C)(=O)[O-] (palladium (II) acetate). The solvent is O (water), C1(=CC=CC=C1)C (toluene), O (water). Reaction conditions: temperature 110 celsius, time 8 hour. Yields the product [Si](C)(C)(C(C)(C)C)OC1=CC(=C(C=C1)CC(=O)OCC1=CC=CC=C1)C1CC1 (benzyl (4-{[tert-butyl(dimethyl)silyl]oxy}-2-cyclopropylphenyl)acetate). The yield is 230.6%. Reaction SMILES: Br[C:2]1[CH:7]=[C:6]([O:8][Si:9]([C:12]([CH3:15])([CH3:14])[CH3:13])([CH3:11])[CH3:10])[CH:5]=[CH:4][C:3]=1[CH2:16][C:17]([O:19][CH2:20][C:21]1[CH:26]=[CH:25][CH:24]=[CH:23][CH:22]=1)=[O:18].P([O-])([O-])([O-])=O.[K+].[K+].[K+].C1(P([CH:48]2[CH2:53][CH2:52]CCC2)C2CCCCC2)CCCCC1.C1(B(O)O)CC1>C1(C)C=CC=CC=1.C([O-])(=O)C.[Pd+2].C([O-])(=O)C.O>[Si:9]([O:8][C:6]1[CH:5]=[CH:4][C:3]([CH2:16][C:17]([O:19][CH2:20][C:21]2[CH:26]=[CH:25][CH:24]=[CH:23][CH:22]=2)=[O:18])=[C:2]([CH:52]2[CH2:53][CH2:48]2)[CH:7]=1)([C:12]([CH3:15])([CH3:14])[CH3:13])([CH3:11])[CH3:10] |f:1.2.3.4,8.9.10|. Procedure details: To a solution of benzyl (2-bromo-4-{[tert-butyl(dimethyl)silyl]oxy}phenyl)acetate (250 mg) in toluene (5.00 mL) were added water (0.250 mL), potassium phosphate (366 mg), tricyclohexylphosphine (64.4 mg), palladium (II) acetate (25.8 mg), and cyclopropylboronic acid (98.6 mg), followed by stirring at 110° C. overnight. To the reaction mixture was added water, followed by extraction with ethyl acetate. The organic layer was washed with water and a saturated aqueous sodium chloride solution in thi... Reactants: 2, Cl (hydrochloric acid), C(C)(=O)NC=1C=C(C=CC1)C=1N=C2SC3=C(N2C1)C=CC=C3 (2-(m-acetamidophenyl)imidazo[2,1-b]benzothiazole). Solvent: CO (methanol). Product: O.Cl.Cl.NC=1C=C(C=CC1)C=1N=C2SC3=C(N2C1)C=CC=C3.NC=3C=C(C=CC3)C=3N=C1SC2=C(N1C3)C=CC=C2.Cl.Cl (2-(m-aminophenyl)imidazo[2,1-b]benzothiazole di-hydrochloride hemihydrate). Reaction SMILES: [ClH:1].C([NH:5][C:6]1[CH:7]=[C:8]([C:12]2[N:13]=[C:14]3[N:18]([CH:19]=2)[C:17]2[CH:20]=[CH:21][CH:22]=[CH:23][C:16]=2[S:15]3)[CH:9]=[CH:10][CH:11]=1)(=[O:4])C>CO>[OH2:4].[ClH:1].[ClH:1].[NH2:5][C:6]1[CH:7]=[C:8]([C:12]2[N:13]=[C:14]3[N:18]([CH:19]=2)[C:17]2[CH:20]=[CH:21][CH:22]=[CH:23][C:16]=2[S:15]3)[CH:9]=[CH:10][CH:11]=1.[NH2:5][C:6]1[CH:7]=[C:8]([C:12]2[N:13]=[C:14]3[N:18]([CH:19]=2)[C:17]2[CH:20]=[CH:21][CH:22]=[CH:23][C:16]=2[S:15]3)[CH:9]=[CH:10][CH:11]=1.[ClH:1].[ClH:1] |f:3.4.5.6.7.8.9|. Procedure details: To a mixture of 30 ml of a 2 normal hydrochloric acid solution and 20 ml of methanol was added 4 g of 2-(m-acetamidophenyl)imidazo[2,1-b]benzothiazole and the mixture was refluxed for 2 hours. The reaction mixture was concentrated under reduced pressure to form solid materials, which were recrystallized from ethanol to provide 4.2 g of 2-(m-aminophenyl)imidazo[2,1-b]benzothiazole di-hydrochloride hemihydrate. Starting materials: O=c1cc(CO)occ1OCCCCCBr, O=C([O-])[O-], CCOC(=O)c1cnc2cc(C(F)(F)F)ccc2c1O, [Cs+], [Cs+], CN(C)C=O, O. Reaction SMILES: [Br:27][CH2:28][CH2:29][CH2:30][CH2:31][CH2:32][O:33][c:34]1[c:35](=[O:42])[cH:36][c:37]([CH2:40][OH:41])[o:38][cH:39]1.[C:21](=[O:22])([O-:23])[O-:24].[CH2:1]([CH3:2])[O:3][C:4](=[O:5])[c:6]1[cH:7][n:8][c:9]2[cH:10][c:11]([C:17]([F:18])([F:19])[F:20])[cH:12][cH:13][c:14]2[c:15]1[OH:16].[Cs+:25].[Cs+:26].[O:44]=[CH:45][N:46]([CH3:47])[CH3:48].[OH2:43]>>[CH2:1]([CH3:2])[O:3][C:4](=[O:5])[c:6]1[cH:7][n:8][c:9]2[cH:10][c:11]([C:17]([F:18])([F:19])[F:20])[cH:12][cH:13][c:14]2[c:15]1[O:16][CH2:28][CH2:29][CH2:30][CH2:31][CH2:32][O:33][c:34]1[c:35](=[O:42])[cH:36][c:37]([CH2:40][OH:41])[o:38][cH:39]1. Product: CCOC(=O)c1cnc2cc(C(F)(F)F)ccc2c1OCCCCCOc1coc(CO)cc1=O. Procedure: Following the 11a synthetic method, using B1 (110.65 mg, 0.5 mmol) instead of A1 gave 11b as a colorless oil; (164.98 mg, 91.7%). [α]D25: +23.3 (c=0.42, CHCl3); 1H-NMR (300 MHz, acetone-d6): δ 8.06-8.00 (m, 1H), 7.91-7.87 (m, 1H), 7.80 (d, J=6.9 Hz, 1H), 7.62-7.55 (m, 2H), 7.37-7.22 (m, 5H), 5.05-4.98 (m, 1H), 3.45-3.26 (m, 2H); 13C NMR (300 MHz, acetone-d6): δ 171.56, 159.74, 137.75, 136.74, 136.67, 132.78, 129.51, 128.40, 127.67, 126.88, 125.74, 123.03, 122.83, 118.86, 54.09, 36.83; HRMS (ESI)... The reactants are ClC=1C2=C(SC1C(=O)N[C@@H](C(=O)O)CC1=CC=CC=C1)C=CC=C2 ((R)-2-(3-chlorobenzo[b]thiophene-2-carboxamido)-3-phenylpropanoic acid), C(C)(C)(C)OC([C@@H](N)CC1=CC=CC=C1)=O ((S)-phenylalanine tert-butyl ester). Reaction SMILES: [Cl:1][C:2]1[C:3]2[CH:24]=[CH:23][CH:22]=[CH:21][C:4]=2[S:5][C:6]=1[C:7]([NH:9][C@H:10]([CH2:14][C:15]1[CH:20]=[CH:19][CH:18]=[CH:17][CH:16]=1)[C:11]([OH:13])=[O:12])=[O:8].C(OC(=O)[C@H](CC1C=CC=CC=1)N)(C)(C)C>>[Cl:1][C:2]1[C:3]2[CH:24]=[CH:23][CH:22]=[CH:21][C:4]=2[S:5][C:6]=1[C:7]([NH:9][C@@H:10]([CH2:14][C:15]1[CH:20]=[CH:19][CH:18]=[CH:17][CH:16]=1)[C:11]([OH:13])=[O:12])=[O:8]. The product is ClC=1C2=C(SC1C(=O)N[C@H](C(=O)O)CC1=CC=CC=C1)C=CC=C2 ((S)-2-(3-chlorobenzo[b]thiophene-2-carboxamido)-3-phenylpropanoic acid).